Dataset: the Open Reaction Database (ORD), a public repository of structured organic reaction records. Task: describe an organic reaction: reactants, conditions, products, and yield The reactants are CCOC(=O)c1sc2c(Cl)cccc2c1C, CCO, Cl, [Na+], [OH-]. Product: Cc1c(C(=O)O)sc2c(Cl)cccc12. RXN SMILES: [CH2:1]([CH3:2])[O:3][C:4](=[O:5])[c:6]1[c:7]([CH3:16])[c:8]2[c:9]([s:10]1)[c:11]([Cl:15])[cH:12][cH:13][cH:14]2.[CH3:20][CH2:21][OH:22].[ClH:19].[Na+:18].[OH-:17]>>[O:3]=[C:4]([OH:5])[c:6]1[c:7]([CH3:16])[c:8]2[c:9]([s:10]1)[c:11]([Cl:15])[cH:12][cH:13][cH:14]2. Reactants: C(C)(C)(C)OC(=O)N1CC(CCC1)CCC(C(=O)NC1=CC=CC=C1)C ((1-t-Butoxycarbonylpiperidine-3-ylethyl)-N-phenylpropionamide), C(=O)([O-])[O-].[K+].[K+] (K2CO3), FC(C(=O)O)(F)F (Trifluoroacetic acid), C1(=CC=CC=C1)CC=O (phenylacetaldehyde), [BH-](OC(=O)C)(OC(=O)C)OC(=O)C.[Na+] (Na(OAc)3BH). Solvent: C(Cl)Cl (CH2Cl2), C(Cl)Cl (CH2Cl2), C(C)(=O)O (acetic acid). Product: C(C1=CC=CC=C1)N1CC(CCC1)CCC(C(=O)NC1=CC=CC=C1)C ((1-Benzylpiperidine-3-ylethyl)-N-phenylpropionamide). RXN SMILES: FC(F)(F)C(O)=O.C(O[C:13]([N:15]1[CH2:20][CH2:19][CH2:18][CH:17]([CH2:21][CH2:22][CH:23]([CH3:33])[C:24]([NH:26][C:27]2[CH:32]=[CH:31][CH:30]=[CH:29][CH:28]=2)=[O:25])[CH2:16]1)=O)(C)(C)C.[C:34]1(CC=O)[CH:39]=[CH:38][CH:37]=[CH:36][CH:35]=1.[BH-](OC(C)=O)(OC(C)=O)OC(C)=O.[Na+].C([O-])([O-])=O.[K+].[K+]>C(Cl)Cl.C(O)(=O)C>[CH2:13]([N:15]1[CH2:20][CH2:19][CH2:18][CH:17]([CH2:21][CH2:22][CH:23]([CH3:33])[C:24]([NH:26][C:27]2[CH:28]=[CH:29][CH:30]=[CH:31][CH:32]=2)=[O:25])[CH2:16]1)[C:34]1[CH:39]=[CH:38][CH:37]=[CH:36][CH:35]=1 |f:3.4,5.6.7|. Procedure: Trifluoroacetic acid (0.38 mL, 4.99 mmol) in CH2Cl2 (0.38 mL) was added dropwise to a 0° C. stirring solution of 101 (0.1 15 g, 0.318 mmol) in CH2Cl2 (0.40 mL). When the reaction was judged complete by TLC, the solvent and excess trifluoroacetic acid were removed in vacuo. The crude residue was dissolved in DMF (1.54 mL, 0.18M), then phenylacetaldehyde (0.10 mL, 0.832 mmol), acetic acid (0.078 mL), and Na(OAc)3BH (0.118 g, 0.555 mmol) were added sequentially. When the reaction was judged complet... Starting materials: NC1=CC=CC=C1 (aniline), ClC1=C(C#N)C=CC(=C1C#C[Si](C)(C)C)F (2-Chloro-4-fluoro-3-((trimethylsilyl)ethynyl)benzonitrile), N[C@@H]([C@@](C(F)(F)F)(O)C)C ((2S,3R)-3-amino-1,1,1-trifluoro-2-methylbutan-2-ol), CCN(C(C)C)C(C)C (Hunig's base). Run in CS(=O)C (DMSO), O (water). Conditions: temperature 100 celsius, time 3 hour. Yields the product ClC1=C2C=CN(C2=CC=C1C#N)[C@H](C)[C@](C(F)(F)F)(C)O (4-Chloro-1-((2R,3S)-4,4,4-trifluoro-3-hydroxy-3-methylbutan-2-yl)-1H-indole-5-carbonitrile). Isolated yield 77.4%. Reaction SMILES: [Cl:1][C:2]1[C:9]([C:10]#[C:11][Si](C)(C)C)=[C:8](F)[CH:7]=[CH:6][C:3]=1[C:4]#[N:5].[NH2:17][C@H:18]([CH3:26])[C@:19]([CH3:25])([OH:24])[C:20]([F:23])([F:22])[F:21].CCN(C(C)C)C(C)C.NC1C=CC=CC=1>CS(C)=O.O>[Cl:1][C:2]1[C:3]([C:4]#[N:5])=[CH:6][CH:7]=[C:8]2[C:9]=1[CH:10]=[CH:11][N:17]2[C@@H:18]([C@@:19]([OH:24])([CH3:25])[C:20]([F:23])([F:22])[F:21])[CH3:26]. Procedure: 2-Chloro-4-fluoro-3-((trimethylsilyl)ethynyl)benzonitrile (Example 32B) (0.08 g, 0.318 mmol), (2S,3R)-3-amino-1,1,1-trifluoro-2-methylbutan-2-ol (Example 52C) (0.079 mg, 0.503 mmol), and Hunig's base (0.094 mL, 0.540 mmol) were combined in DMSO (1.0 mL) in a sealed tube and then heated to 100° C. Formation of the aniline intermediate was monitored by LCMS. Excellent conversion to this intermediate was realized after ca. 3 h of heating. The mixture was diluted with water and extracted with EtOAc.... Starting materials: C(=O)(C(F)(F)F)O (TFA), C(N)(=O)C1=C(C=NC=C1NC1=C(C=C(C=C1)I)F)OC=1C=C(C=CC1)NC(OC(C)(C)C)=O (tert-butyl [3-({4-carbamoyl-5-[(2-fluoro-4-iodophenyl)amino]pyridin-3-yl}oxy)phenyl]carbamate), C(=O)(O)[O-].[Na+] (NaHCO3). Run in ClCCl (dichloromethane). Conditions: time 18 hour. Product: NC=1C=C(OC2=C(C(=O)N)C(=CN=C2)NC2=C(C=C(C=C2)I)F)C=CC1 (3-(3-aminophenoxy)-5-[(2-fluoro-4-iodophenyl)amino]isonicotinamide). Isolated yield 100.0%. As a reaction SMILES: [C:1]([C:4]1[C:9]([NH:10][C:11]2[CH:16]=[CH:15][C:14]([I:17])=[CH:13][C:12]=2[F:18])=[CH:8][N:7]=[CH:6][C:5]=1[O:19][C:20]1[CH:21]=[C:22]([NH:26]C(=O)OC(C)(C)C)[CH:23]=[CH:24][CH:25]=1)(=[O:3])[NH2:2].C(O)(C(F)(F)F)=O.C([O-])(O)=O.[Na+]>ClCCl>[NH2:26][C:22]1[CH:21]=[C:20]([CH:25]=[CH:24][CH:23]=1)[O:19][C:5]1[CH:6]=[N:7][CH:8]=[C:9]([NH:10][C:11]2[CH:16]=[CH:15][C:14]([I:17])=[CH:13][C:12]=2[F:18])[C:4]=1[C:1]([NH2:2])=[O:3] |f:2.3|. Reported procedure: 840 mg of tert-butyl [3-({4-carbamoyl-5-[(2-fluoro-4-iodophenyl)amino]pyridin-3-yl}oxy)phenyl]carbamate (1.488 mmol, 1 eq.) were dissolved in 8 mL dichloromethane under a nitrogen atmosphere. Then 1.6 ml of TFA were added and the brownish solution was stirred at room temperature for 18 hours. Then 4 ml of saturated aqueouse NaHCO3 solution was added and the mixture was stirred for 4 hours while a suspension was forming, that was filtered off. Drying of the precipitate in vacuo yielded 615 mg of ... Reactants: C(C)OC(C(=O)N1CCC(CC1)CC1=CC=CC=C1)=O ((4-benzylpiperidin-1-yl)oxoacetic acid ethyl ester), [OH-].[K+] (potassium hydroxide). The solvent is CO (methanol). Reaction conditions: time 6 hour. Product: C(C1=CC=CC=C1)C1CCN(CC1)C(C(=O)O)=O ((4-Benzylpiperidin-1-yl)oxoacetic acid). The yield is 86.3%. Reaction SMILES: C([O:3][C:4](=[O:20])[C:5]([N:7]1[CH2:12][CH2:11][CH:10]([CH2:13][C:14]2[CH:19]=[CH:18][CH:17]=[CH:16][CH:15]=2)[CH2:9][CH2:8]1)=[O:6])C.[OH-].[K+]>CO>[CH2:13]([CH:10]1[CH2:9][CH2:8][N:7]([C:5](=[O:6])[C:4]([OH:20])=[O:3])[CH2:12][CH2:11]1)[C:14]1[CH:15]=[CH:16][CH:17]=[CH:18][CH:19]=1 |f:1.2|. Procedure details: A mixture of 15.5 g (56 mmol) of (4-benzylpiperidin-1-yl)oxoacetic acid ethyl ester, 5 g (79.4 mmol) of potassium hydroxide and 250 ml of methanol is stirred at room temperature for 6 h. Then reaction mixture is concentrated, the residue is taken up in water, acidified with 1N hydrochloric acid, the precipitated product is filtered off, washed with water and dried to yield 11.95 g (85%) of the title compound. Mp.: 115° C. (water). The reactants are O=C([O-])[O-], CN(C)C=O, COc1ccc(Cn2nc(C)c(C(=O)c3ccccc3)c2Cl)cc1, Sc1cc(Cl)cc(Cl)c1, [K+], [K+]. Product: COc1ccc(Cn2nc(C)c(C(=O)c3ccccc3)c2Sc2cc(Cl)cc(Cl)c2)cc1. Reaction SMILES: [C:25](=[O:26])([O-:27])[O-:28].[CH3:40][N:41]([CH3:42])[CH:43]=[O:44].[Cl:1][c:2]1[c:3]([C:17](=[O:18])[c:19]2[cH:20][cH:21][cH:22][cH:23][cH:24]2)[c:4]([CH3:16])[n:5][n:6]1[CH2:7][c:8]1[cH:9][cH:10][c:11]([O:14][CH3:15])[cH:12][cH:13]1.[Cl:31][c:32]1[cH:33][c:34]([SH:39])[cH:35][c:36]([Cl:38])[cH:37]1.[K+:29].[K+:30]>>[c:2]1([S:39][c:34]2[cH:33][c:32]([Cl:31])[cH:37][c:36]([Cl:38])[cH:35]2)[c:3]([C:17](=[O:18])[c:19]2[cH:20][cH:21][cH:22][cH:23][cH:24]2)[c:4]([CH3:16])[n:5][n:6]1[CH2:7][c:8]1[cH:9][cH:10][c:11]([O:14][CH3:15])[cH:12][cH:13]1. Starting materials: C(C1=CC=CC=C1)C1=NN(N=C1)C1CCN(CC1)CC1=CC=CC=C1 (4-(4-benzyltriazol-2-yl)-1-benzylpiperidine), C(=O)[O-].[NH4+] (ammonium formate). Reagents/catalysts: [Pd] (palladium on carbon). The solvent is CO (MeOH). Yields the product C(C1=CC=CC=C1)C1=NN(N=C1)C1CCNCC1 (4-(4-benzyltriazol-2-yl)piperidine). Yield: 8.9%. Reaction SMILES: [CH2:1]([C:8]1[CH:12]=[N:11][N:10]([CH:13]2[CH2:18][CH2:17][N:16](CC3C=CC=CC=3)[CH2:15][CH2:14]2)[N:9]=1)[C:2]1[CH:7]=[CH:6][CH:5]=[CH:4][CH:3]=1.C([O-])=O.[NH4+]>[Pd].CO>[CH2:1]([C:8]1[CH:12]=[N:11][N:10]([CH:13]2[CH2:18][CH2:17][NH:16][CH2:15][CH2:14]2)[N:9]=1)[C:2]1[CH:3]=[CH:4][CH:5]=[CH:6][CH:7]=1 |f:1.2|. Procedure: A mixture of 4-(4-benzyltriazol-2-yl)-1-benzylpiperidine (627 mg, 1.9 mmol, from Step B), 10% palladium on carbon (400 mg, 0.38 mmol) and ammonium formate (770 mg, 11.3 mmol) in 20 mL MeOH was refluxed for 1 h. The mixture was filtered through celite and concentrated. The residue was dissolved in chloroform and the solution was washed with 1M aqueous NaOH. The organic layer was dried over Na2SO4 and concentrated to afford 41 mg (9%) of product was obtained which was used in the next step without...